Dataset: the Open Reaction Database (ORD), a public repository of structured organic reaction records. Task: describe an organic reaction: reactants, conditions, products, and yield The reactants are compound, C1(=CC=CC=C1)O (phenol), ClC=1C2=C(N=CN1)C=CC(=N2)Cl (4,6-dichloro-pyrido[3,2-d]pyrimidine), NC=1SC=CN1 (2-aminothiazole). Product: O(C1=CC=CC=C1)C=1C=CC=2N=CN=C(C2N1)NC=1SC=CN1 ((6-Phenoxy-pyrido[3,2-d]pyrimidin-4-yl)-thiazol-2-yl-amine). As a reaction SMILES: Cl[C:2]1[C:3]2[N:11]=[C:10](Cl)[CH:9]=[CH:8][C:4]=2[N:5]=[CH:6][N:7]=1.[NH2:13][C:14]1[S:15][CH:16]=[CH:17][N:18]=1.[C:19]1([OH:25])[CH:24]=[CH:23][CH:22]=[CH:21][CH:20]=1>>[O:25]([C:10]1[CH:9]=[CH:8][C:4]2[N:5]=[CH:6][N:7]=[C:2]([NH:13][C:14]3[S:15][CH:16]=[CH:17][N:18]=3)[C:3]=2[N:11]=1)[C:19]1[CH:24]=[CH:23][CH:22]=[CH:21][CH:20]=1. Reported procedure: The compound of Example 32 was manufactured by the same method as in Example 31, by a similar method thereto or by a combination of such a method with a conventional method using 4,6-dichloro-pyrido[3,2-d]pyrimidine, 2-aminothiazole and phenol. Starting materials: 79Br 81Br, CC=1C(=NOC1C(=O)OCC)C=1SC=CC1 (Ethyl 4-methyl-3-(thiophen-2-yl)isoxazole-5-carboxylate), C1CC(=O)N(C1=O)Br (NBS), C(C1=CC=CC=C1)(=O)OOC(C1=CC=CC=C1)=O (benzoyl peroxide). Solvent: C(Cl)(Cl)(Cl)Cl (carbon tetrachloride). Yields the product BrCC=1C(=NOC1C(=O)OCC)C=1SC=CC1 (Ethyl 4-(bromomethyl)-3-(thiophen-2-yl)isoxazole-5-carboxylate). RXN SMILES: [CH3:1][C:2]1[C:3]([C:12]2[S:13][CH:14]=[CH:15][CH:16]=2)=[N:4][O:5][C:6]=1[C:7]([O:9][CH2:10][CH3:11])=[O:8].C1C(=O)N([Br:24])C(=O)C1.C(OOC(=O)C1C=CC=CC=1)(=O)C1C=CC=CC=1>C(Cl)(Cl)(Cl)Cl>[Br:24][CH2:1][C:2]1[C:3]([C:12]2[S:13][CH:14]=[CH:15][CH:16]=2)=[N:4][O:5][C:6]=1[C:7]([O:9][CH2:10][CH3:11])=[O:8]. Procedure: Ethyl 4-methyl-3-(thiophen-2-yl)isoxazole-5-carboxylate (3.9 g, 16.5 mmol), NBS (3.5 g, 19.7 mmol), and benzoyl peroxide (0.4 g, 1.65 mmol) were added to 100 mL of carbon tetrachloride and the mixture was refluxed for 16 h. The reaction mixture was filtered and the filtrate was removed in vacuo. The residue, containing both unreacted starting material and the title compound, was used in the next reaction without purification. MS: (+) m/z 316, 318 (M+1, 79Br/81Br). The reactants are CN(C)C=O, O=C(O)c1cccc(C(F)(F)F)c1Cl, O=C(Cl)C(=O)Cl, C1CCOC1. Yields the product O=C(Cl)c1cccc(C(F)(F)F)c1Cl. RXN SMILES: [CH3:15][N:16]([CH3:17])[CH:18]=[O:19].[Cl:1][c:2]1[c:3]([C:4](=[O:5])[OH:6])[cH:7][cH:8][cH:9][c:10]1[C:11]([F:12])([F:13])[F:14].[Cl:20][C:21]([C:22]([Cl:23])=[O:24])=[O:25].[O:26]1[CH2:27][CH2:28][CH2:29][CH2:30]1>>[Cl:1][c:2]1[c:3]([C:4](=[O:5])[Cl:20])[cH:7][cH:8][cH:9][c:10]1[C:11]([F:12])([F:13])[F:14]. Starting materials: C(C)(=O)[C@]1([C@@]([C@]([C@](O[C@@H]1CO)(C1=CC=C2C(=C(C(OC2=C1)=O)CC(=O)OCC)C)C(C)=O)(O)C(C)=O)(O)C(C)=O)O (7-(Tetraacetyl-β-galactosyl)-4-methylcoumarin-3-acetic acid, ethyl ester), [OH-].[K+] (KOH), Cl (HCl). Run in CO (methanol). Run at time 8 hour. Product: [C@@H]1([C@H](O)[C@@H](O)[C@@H](O)[C@H](O1)CO)C1=CC=C2C(=C(C(OC2=C1)=O)CC(=O)O)C (7-(β-galactosyl)-4-methylcoumarin-3-acetic acid). The yield is 60.4%. As a reaction SMILES: C([C@:4]1([OH:41])[C@@H:9]([CH2:10][OH:11])[O:8][C@:7](C(=O)C)([C:12]2[CH:21]=[C:20]3[C:15]([C:16]([CH3:29])=[C:17]([CH2:23][C:24]([O:26]CC)=[O:25])[C:18](=[O:22])[O:19]3)=[CH:14][CH:13]=2)[C@:6](C(=O)C)([OH:33])[C@@:5]1(C(=O)C)[OH:37])(=O)C.[OH-].[K+].Cl>CO>[C@@H:7]1([C:12]2[CH:21]=[C:20]3[C:15]([C:16]([CH3:29])=[C:17]([CH2:23][C:24]([OH:26])=[O:25])[C:18](=[O:22])[O:19]3)=[CH:14][CH:13]=2)[O:8][C@H:9]([CH2:10][OH:11])[C@H:4]([OH:41])[C@H:5]([OH:37])[C@H:6]1[OH:33] |f:1.2|. Procedure details: To a stirred solution of 7-(tetraacetyl-β-galactosyl)-4-methylcoumarin-3-acetic acid, ethyl ester (3) (422 mg, 0.712 mmol) in methanol was added 6.8M KOH (5 mL) and the solution was stirred overnight at room temperature. The solution was neutralized by the addition of 1N HCl and evaporated to dryness under reduced pressure. The residue was dissolved in water (10 mL) and desalted using C18Sep Pack Cartridges in 10×1 mL portions. The C18Sep Pack Cartridge (Waters Part No. 65910) was washed with me... Starting materials: CCOC(=O)C(CC(CC)CC)(NC(=O)OCc1ccccc1)C(=O)OCC, CCO, Cl, [Na+], [OH-], O. Product: CCOC(=O)C(CC(CC)CC)(NC(=O)OCc1ccccc1)C(=O)O. As a reaction SMILES: [CH2:1]([CH3:2])[O:3][C:4]([C:5]([C:6](=[O:7])[O:8][CH2:9][CH3:10])([CH2:11][CH:12]([CH2:13][CH3:14])[CH2:15][CH3:16])[NH:17][C:18](=[O:19])[O:20][CH2:21][c:22]1[cH:23][cH:24][cH:25][cH:26][cH:27]1)=[O:28].[CH3:32][CH2:33][OH:34].[ClH:31].[Na+:30].[OH-:29].[OH2:35]>>[CH2:1]([CH3:2])[O:3][C:4]([C:5]([C:6](=[O:7])[OH:8])([CH2:11][CH:12]([CH2:13][CH3:14])[CH2:15][CH3:16])[NH:17][C:18](=[O:19])[O:20][CH2:21][c:22]1[cH:23][cH:24][cH:25][cH:26][cH:27]1)=[O:28]. Reactants: COC=1C=C2C(=NNC2=CC1)C(=O)NCC1CCN(CC1)CC=1SC=C(N1)C(=O)O (2-{[4-({[(5-Methoxy-1H-indazol-3-yl)carbonyl]amino}methyl)piperidin-1-yl]methyl}-1,3-thiazole-4-carboxylic acid), COC=1C=C2C(=NNC2=CC1)C(=O)NCC1CCN(CC1)CC=1OC=C(N1)C(=O)OC (Methyl 2-{[4-({[(5-methoxy-1H-indazol-3-yl)carbonyl]amino}methyl) piperidin-1-yl]methyl}-1,3-oxazole-4-carboxylate). Yields the product O.COC=1C=C2C(=NNC2=CC1)C(=O)NCC1CCN(CC1)CC=1OC=C(N1)C(=O)O (2-{[4-({[(5-Methoxy-1H-indazol-3-yl)carbonyl]amino}methyl) piperidin-1-yl]methyl}-1,3-oxazole-4-carboxylic acid hydrate). As a reaction SMILES: C[O:2]C1C=C2C(=CC=1)NN=C2C(NCC1CCN(CC2SC=C(C(O)=O)N=2)CC1)=O.[CH3:31][O:32][C:33]1[CH:34]=[C:35]2[C:39](=[CH:40][CH:41]=1)[NH:38][N:37]=[C:36]2[C:42]([NH:44][CH2:45][CH:46]1[CH2:51][CH2:50][N:49]([CH2:52][C:53]2[O:54][CH:55]=[C:56]([C:58]([O:60]C)=[O:59])[N:57]=2)[CH2:48][CH2:47]1)=[O:43]>>[OH2:2].[CH3:31][O:32][C:33]1[CH:34]=[C:35]2[C:39](=[CH:40][CH:41]=1)[NH:38][N:37]=[C:36]2[C:42]([NH:44][CH2:45][CH:46]1[CH2:51][CH2:50][N:49]([CH2:52][C:53]2[O:54][CH:55]=[C:56]([C:58]([OH:60])=[O:59])[N:57]=2)[CH2:48][CH2:47]1)=[O:43] |f:2.3|. Procedure: 2-{[4-({[(5-Methoxy-1H-indazol-3-yl)carbonyl]amino}methyl) piperidin-1-yl]methyl}-1,3-oxazole-4-carboxylic acid hydrate 10 was prepared, according to the procedure described for compound 8, starting from compound 9. Yield: 238 mg, 82%. The reactants are 1-(3-phenyl)butan-1,3-dione, NC1=NNC=C1C(=O)C1=CC=CC=C1 ((3-amino-1H-pyrazol-4-yl)phenyl-methanone), C(CCC)O (n-butanol). Yields the product CC1=NC=2N(C(=C1)C1=CC=CC=C1)N=CC2C(=O)C2=CC=CC=C2 ((5-Methyl-7-phenylpyrazolo[1,5-a]pyrimidin-3-yl)phenyl-methanone). RXN SMILES: [NH2:1][C:2]1[C:6]([C:7]([C:9]2[CH:14]=[CH:13][CH:12]=[CH:11][CH:10]=2)=[O:8])=[CH:5][NH:4][N:3]=1.[CH2:15](O)[CH2:16][CH2:17][CH3:18]>>[CH3:18][C:17]1[CH:16]=[C:15]([C:9]2[CH:14]=[CH:13][CH:12]=[CH:11][CH:10]=2)[N:3]2[N:4]=[CH:5][C:6]([C:7]([C:9]3[CH:10]=[CH:11][CH:12]=[CH:13][CH:14]=3)=[O:8])=[C:2]2[N:1]=1. Reported procedure: A mixture of 0.01 mole of 1-(3-phenyl)butan-1,3-dione and 0.01 mole of (3-amino-1H-pyrazol-4-yl)phenyl-methanone in 25 ml of n-butanol was refluxed for 8 hours. The solvent was removed and the product isolated as described in Example 1, giving the desired product as crystals, mp 165°-166° C.